This data is from the Open Reaction Database (ORD), a public repository of structured organic reaction records. The task is: describe an organic reaction: reactants, conditions, products, and yield The reactants are C(C)(C)(C)OC(NCCCCNC(C1=CC=CC=C1)C1=CC=CC=C1)=O (N-[4-(benzhydryl-amino)-butyl]-carbamic acid tert-butyl ester), Cl (hydrochloric acid). Solvent: CO (methanol). Product: C(C1=CC=CC=C1)(C1=CC=CC=C1)NCCCCN (4-(benzhydryl-amino)-butylamine). As a reaction SMILES: C(OC(=O)[NH:7][CH2:8][CH2:9][CH2:10][CH2:11][NH:12][CH:13]([C:20]1[CH:25]=[CH:24][CH:23]=[CH:22][CH:21]=1)[C:14]1[CH:19]=[CH:18][CH:17]=[CH:16][CH:15]=1)(C)(C)C.Cl>CO>[CH:13]([NH:12][CH2:11][CH2:10][CH2:9][CH2:8][NH2:7])([C:20]1[CH:21]=[CH:22][CH:23]=[CH:24][CH:25]=1)[C:14]1[CH:19]=[CH:18][CH:17]=[CH:16][CH:15]=1. Reported procedure: Batch size: 4.6 g (<11.3 mmol) N-[4-(benzhydryl-amino)-butyl]-carbamic acid tert-butyl ester and 5.2 ml (63 mmol) concentrated hydrochloric acid in 50 methanol.